Task: describe an organic reaction: reactants, conditions, products, and yield. Dataset: the Open Reaction Database (ORD), a public repository of structured organic reaction records Starting materials: ClCCl, CN1CCOCC1, CSSC(C)C(=O)O, CO, CC(C)COC(=O)Cl, Nc1ccc2ncnc(Nc3cccc(Br)c3)c2c1, C1CCOC1. Yields the product CSSC(C)C(=O)Nc1ccc2ncnc(Nc3cccc(Br)c3)c2c1. Reaction SMILES: [CH2:48]([Cl:49])[Cl:50].[CH3:17][N:18]1[CH2:19][CH2:20][O:21][CH2:22][CH2:23]1.[CH3:1][S:2][S:3][CH:4]([C:5](=[O:6])[OH:7])[CH3:8].[CH3:51][OH:52].[Cl:9][C:10]([O:11][CH2:12][CH:13]([CH3:14])[CH3:15])=[O:16].[NH2:24][c:25]1[cH:26][c:27]2[c:28]([NH:35][c:36]3[cH:37][c:38]([Br:42])[cH:39][cH:40][cH:41]3)[n:29][cH:30][n:31][c:32]2[cH:33][cH:34]1.[O:43]1[CH2:44][CH2:45][CH2:46][CH2:47]1>>[CH3:1][S:2][S:3][CH:4]([C:5](=[O:6])[NH:24][c:25]1[cH:26][c:27]2[c:28]([NH:35][c:36]3[cH:37][c:38]([Br:42])[cH:39][cH:40][cH:41]3)[n:29][cH:30][n:31][c:32]2[cH:33][cH:34]1)[CH3:8]. The reactants are [OH-].[K+] (potassium hydroxide), SCCC(=O)O (3-Mercaptopropanoic acid), BrCCC(F)(F)F (3-bromo-1,1,1-trifluoropropane). The solvent is CO (MeOH). Product: FC(CCSCCC(=O)O)(F)F (3-((3,3,3-trifluoropropyl)thio)propanoic acid). Yield: 90.4%. As a reaction SMILES: [SH:1][CH2:2][CH2:3][C:4]([OH:6])=[O:5].[OH-].[K+].Br[CH2:10][CH2:11][C:12]([F:15])([F:14])[F:13]>CO>[F:13][C:12]([F:15])([F:14])[CH2:11][CH2:10][S:1][CH2:2][CH2:3][C:4]([OH:6])=[O:5] |f:1.2|. Procedure: 3-Mercaptopropanoic acid (3.2 g, 30.1 mmol) was dissolved in MeOH (20 mL) and stirred at RT. Powdered potassium hydroxide (3.72 g, 66.3 mmol) was added to the solution, followed by 3-bromo-1,1,1-trifluoropropane (6.14 g, 34.7 mmol). The solution was then stirred at 65° C. for 3 h and then it was quenched with 1N HCl until the pH of the solution was acidic. The mixture was extracted with DCM (3×30 mL), the combined organic phases were dried, concentrated and purified by silica gel chromatography ... Starting materials: [Al+3], O=C(NC(Cc1ccc(O)cc1)C(=O)O)OCC1CCCCC1, Cl, [H-], [H-], [H-], [H-], [Li+], C1CCOC1. Product: O=C(NC(CO)Cc1ccc(O)cc1)OCC1CCCCC1. Reaction SMILES: [Al+3:2].[CH:7]1([CH2:13][O:14][C:15](=[O:16])[NH:17][CH:18]([CH2:19][c:20]2[cH:21][cH:22][c:23]([OH:26])[cH:24][cH:25]2)[C:27](=[O:28])[OH:29])[CH2:8][CH2:9][CH2:10][CH2:11][CH2:12]1.[ClH:30].[H-:1].[H-:4].[H-:5].[H-:6].[Li+:3].[O:31]1[CH2:32][CH2:33][CH2:34][CH2:35]1>>[CH:7]1([CH2:13][O:14][C:15](=[O:16])[NH:17][CH:18]([CH2:19][c:20]2[cH:21][cH:22][c:23]([OH:26])[cH:24][cH:25]2)[CH2:27][OH:28])[CH2:8][CH2:9][CH2:10][CH2:11][CH2:12]1. Reactants: C(=O)C1CCN(CC1)C(=O)OC(C)(C)C (4-Formyl-piperidine-1-carboxylic acid, tert-butyl ester), [BH4-].[Na+] (sodium borohydrid). Solvent: C1CCOC1 (THF). Run at temperature 0 celsius. Product: OCC1CCN(CC1)C(=O)OC(C)(C)C (4-Hydroxymethyl-piperidine-1-carboxylic acid, tert-butyl ester). The yield is 89.0%. As a reaction SMILES: [CH:1]([CH:3]1[CH2:8][CH2:7][N:6]([C:9]([O:11][C:12]([CH3:15])([CH3:14])[CH3:13])=[O:10])[CH2:5][CH2:4]1)=[O:2].[BH4-].[Na+]>C1COCC1>[OH:2][CH2:1][CH:3]1[CH2:8][CH2:7][N:6]([C:9]([O:11][C:12]([CH3:15])([CH3:14])[CH3:13])=[O:10])[CH2:5][CH2:4]1 |f:1.2|. Reported procedure: To a solution of 0.434 g of 4-formyl-piperidine-1-carboxylic acid, tert-butyl ester (from Step A) in 15 ml THF was added sodium borohydrid at 0° C. and stirred at 0° C. for 20 mn. The reaction was warmed to rt and stirred at rt for 14 hours. After quenching with CH3OH, the reaction mixture was concentrated, then partitioned between EtOAc and H2O. The aqueous layer was extracted with 2×20 mL of EtOAc. The combined organic phases were washed with brine, dried over MgSO4 and concentrated. The resid... Reactants: CCOC(=O)CCc1cc(C(C)C)c2[nH]c3c(c2c1)CCOC3(CC)CCO, [Li+], C1COCCO1, [OH-], O, O. Yields the product CCC1(CCO)OCCc2c1[nH]c1c(C(C)C)cc(CCC(=O)O)cc21. Reaction SMILES: [CH2:1]([CH3:2])[C:3]1([CH2:26][CH2:27][OH:28])[O:4][CH2:5][CH2:6][c:7]2[c:8]1[nH:9][c:10]1[c:11]([CH:23]([CH3:24])[CH3:25])[cH:12][c:13]([CH2:16][CH2:17][C:18](=[O:19])[O:20][CH2:21][CH3:22])[cH:14][c:15]21.[Li+:31].[O:33]1[CH2:34][CH2:35][O:36][CH2:37][CH2:38]1.[OH-:30].[OH2:29].[OH2:32]>>[CH2:1]([CH3:2])[C:3]1([CH2:26][CH2:27][OH:28])[O:4][CH2:5][CH2:6][c:7]2[c:8]1[nH:9][c:10]1[c:11]([CH:23]([CH3:24])[CH3:25])[cH:12][c:13]([CH2:16][CH2:17][C:18](=[O:19])[OH:20])[cH:14][c:15]21. Starting materials: ClC1=NC=CC(=C1)C(=O)OC (methyl 2-chloropyridine-4-carboxylate), [H-].[Na+] (sodium hydride), CC1=C(N=C(O1)C1=CC=CC=C1)CO ((5-methyl-2-phenyl-4-oxazolyl)methanol), [H][H] (hydrogen). The solvent is O1CCCC1 (tetrahydrofuran), CN(C=O)C (N,N-dimethylformamide), O (Water). Conditions: time 1 hour. Product: CC1=C(N=C(O1)C1=CC=CC=C1)COC1=NC=CC(=C1)C(=O)OC (methyl 2-(5-methyl-2-phenyl-4-oxazolyl)methoxy-4-pyridinecarboxylate). RXN SMILES: [CH3:1][C:2]1[O:6][C:5]([C:7]2[CH:12]=[CH:11][CH:10]=[CH:9][CH:8]=2)=[N:4][C:3]=1[CH2:13][OH:14].[H-].[Na+].[H][H].Cl[C:20]1[CH:25]=[C:24]([C:26]([O:28][CH3:29])=[O:27])[CH:23]=[CH:22][N:21]=1>O1CCCC1.O.CN(C)C=O>[CH3:1][C:2]1[O:6][C:5]([C:7]2[CH:12]=[CH:11][CH:10]=[CH:9][CH:8]=2)=[N:4][C:3]=1[CH2:13][O:14][C:20]1[CH:25]=[C:24]([C:26]([O:28][CH3:29])=[O:27])[CH:23]=[CH:22][N:21]=1 |f:1.2|. Procedure: To a mixture of (5-methyl-2-phenyl-4-oxazolyl)methanol (9.46 g) and N,N-dimethylformamide (0.50 mL) was added sodium hydride (60%, oil, 2.40 g) at room temperature and the reaction mixture was stirred at room temperature until generation of hydrogen ended. The mixture was added to a solution of methyl 2-chloropyridine-4-carboxylate (8.58 g) in tetrahydrofuran (50 ml) at room temperature and the resulting mixture was further stirred at room temperature for 1 hr. Water was added to the reaction mi... Reactants: C(=O)(O)[O-].[Na+] (NaHCO3), FC=1C=C(C=C(C1[N+](=O)[O-])F)O (3,5-difluoro-4-nitrophenol), C(=O)([O-])[O-].[Cs+].[Cs+] (Cs2CO3), Cl.ClCC1=NC=C(C=C1)C (2-(chloromethyl)-5-methylpyridine hydrochloride). The solvent is CN(C)C=O (DMF). Run at temperature 75 celsius, time 18 hour. The product is FC=1C=C(OCC2=NC=C(C=C2)C)C=C(C1[N+](=O)[O-])F (2-((3,5-Difluoro-4-nitrophenoxy)methyl)-5-methylpyridine). Reaction SMILES: [F:1][C:2]1[CH:3]=[C:4]([OH:12])[CH:5]=[C:6]([F:11])[C:7]=1[N+:8]([O-:10])=[O:9].C([O-])([O-])=O.[Cs+].[Cs+].Cl.Cl[CH2:21][C:22]1[CH:27]=[CH:26][C:25]([CH3:28])=[CH:24][N:23]=1.C([O-])(O)=O.[Na+]>CN(C=O)C>[F:1][C:2]1[CH:3]=[C:4]([CH:5]=[C:6]([F:11])[C:7]=1[N+:8]([O-:10])=[O:9])[O:12][CH2:21][C:22]1[CH:27]=[CH:26][C:25]([CH3:28])=[CH:24][N:23]=1 |f:1.2.3,4.5,6.7|. Reported procedure: To 3,5-difluoro-4-nitrophenol (7.44 g, 42.5 mmol), Cs2CO3 (27.7 g, 84.9 mmol), and 2-(chloromethyl)-5-methylpyridine hydrochloride (7.6 g, 42.5 mmol) was added DMF (281 mL) and the reaction was stirred at 75° Celsius for 18 hours. The reaction was allowed to cool to room temperature before being poured into sat. NaHCO3. The aqueous phase was extracted three times with EtOAc, and the combined organic layers were washed four times with brine, dried (Na2SO4), filtered, and concentrated. The crude m...